This data is from the Open Reaction Database (ORD), a public repository of structured organic reaction records. The task is: describe an organic reaction: reactants, conditions, products, and yield The solvent is C1CCOC1 (THF), O (water). Procedure details: To a solution of (1-acetyl-imidazo[1,5-a]pyridin-3-yl)-acetic acid methyl ester (1.12 g, 4.82 mmol) in THF (15 mL) and water (7.5 mL) was added LiOH.H2O (202 mg, 4.82 mmol). The reaction was stirred at RT for 5.5 h until completion of the reaction. The mixture was concentrated under reduced pressure and the material thus obtained was used in the next step without further purification: MS (UPLC/MS): 219.2 [M+H]+, 241.2 [M+Na]+, 217.2 [M−H]−; tR (HPLC conditions f): 1.03 min. RXN SMILES: C[O:2][C:3](=[O:17])[CH2:4][C:5]1[N:9]2[CH:10]=[CH:11][CH:12]=[CH:13][C:8]2=[C:7]([C:14](=[O:16])[CH3:15])[N:6]=1.O[Li:19].O>C1COCC1.O>[C:14]([C:7]1[N:6]=[C:5]([CH2:4][C:3]([O-:17])=[O:2])[N:9]2[CH:10]=[CH:11][CH:12]=[CH:13][C:8]=12)(=[O:16])[CH3:15].[Li+:19] |f:1.2,5.6|. Conditions: time 5.5 hour. The reactants are COC(CC1=NC(=C2N1C=CC=C2)C(C)=O)=O ((1-acetyl-imidazo[1,5-a]pyridin-3-yl)-acetic acid methyl ester), O[Li].O (LiOH.H2O). Product: C(C)(=O)C=1N=C(N2C1C=CC=C2)CC(=O)[O-].[Li+] (Lithium (1-acetyl-imidazo[1,5-a]pyridin-3-yl)-acetate). The reactants are OC1=CC=C(C(=O)O)C=C1 (4-Hydroxybenzoic acid), acid chloride, S(=O)(Cl)Cl (thionyl chloride), OC1=CC=C(C(=O)Cl)C=C1 (4-hydroxybenzoyl chloride), NC=1C=C(C(=O)OCC)C=CC1 (ethyl 3-aminobenzoate). Solvent: N1=CC=CC=C1 (pyridine), N1=CC=CC=C1 (pyridine). Product: C(C)OC(=O)C=1C=C(C=CC1)NC(C1=CC=C(C=C1)O)=O (N-(3-ethoxycarbonylphenyl)-4-hydroxybenzamide). Reaction SMILES: OC1C=CC(C(O)=O)=CC=1.S(Cl)(Cl)=O.[OH:15][C:16]1[CH:24]=[CH:23][C:19]([C:20](Cl)=[O:21])=[CH:18][CH:17]=1.[NH2:25][C:26]1[CH:27]=[C:28]([CH:34]=[CH:35][CH:36]=1)[C:29]([O:31][CH2:32][CH3:33])=[O:30]>N1C=CC=CC=1>[CH2:32]([O:31][C:29]([C:28]1[CH:27]=[C:26]([NH:25][C:20](=[O:21])[C:19]2[CH:23]=[CH:24][C:16]([OH:15])=[CH:17][CH:18]=2)[CH:36]=[CH:35][CH:34]=1)=[O:30])[CH3:33]. Procedure details: 4-Hydroxybenzoic acid can be converted into the corresponding acid chloride upon treatment with thionyl chloride in pyridine. The reaction of equimolar amounts of 4-hydroxybenzoyl chloride and ethyl 3-aminobenzoate in pyridine yields N-(3-ethoxycarbonylphenyl)-4-hydroxybenzamide which can be transferred into ethyl 5-{[3-(ethoxycarbonylphenyl)amino]carbonyl}-2-hydroxybenzenepropanoate according to the procedure of Example 92A. Alkylation of this phenol according to the procedure of Example 60 fol... Reactants: N1C=NC=C1 (imidazole), Cl[Si](C)(C)C (chlorotrimethylsilane), CSC=1C(CC(C1)(CCCCOC1=CC=CC=C1)O)=O (2-methylthio-4-hydroxy-4-(4-phenoxybutyl)-2-cyclopentenone). Solvent: CN(C=O)C (dimethylformamide). Yields the product CSC=1C(CC(C1)(O[Si](C)(C)C)CCCCOC1=CC=CC=C1)=O (2-methylthio-4-(4-phenoxybutyl)-4-trimethylsilyloxy-2-cyclopentenone). The yield is 89.0%. Reaction SMILES: [CH3:1][S:2][C:3]1[C:4](=[O:20])[CH2:5][C:6]([OH:19])([CH2:8][CH2:9][CH2:10][CH2:11][O:12][C:13]2[CH:18]=[CH:17][CH:16]=[CH:15][CH:14]=2)[CH:7]=1.N1C=CN=C1.Cl[Si:27]([CH3:30])([CH3:29])[CH3:28]>CN(C)C=O>[CH3:1][S:2][C:3]1[C:4](=[O:20])[CH2:5][C:6]([CH2:8][CH2:9][CH2:10][CH2:11][O:12][C:13]2[CH:14]=[CH:15][CH:16]=[CH:17][CH:18]=2)([O:19][Si:27]([CH3:30])([CH3:29])[CH3:28])[CH:7]=1. Procedure details: To a solution of 400 mg of 2-methylthio-4-hydroxy-4-(4-phenoxybutyl)-2-cyclopentenone obtained in Example 52 or Example 53 dissolved in 4 ml of dimethylformamide were added 279 mg of imidazole and 260 μl of chlorotrimethylsilane, under ice-cooling and stirring, and the mixture was stirred at 0° C. for 3 hours. The reaction mixture was extracted with an addition of water and hexane. The organic layer was washed with saturated aqueous sodium chloride, and the product dried over anhydrous sodium su... Reactants: COc1ccccc1CNc1ccc2cc(C=Cc3ccncc3)ccc2n1, CCO, [H][H]. Product: COc1ccccc1CNc1ccc2cc(CCc3ccncc3)ccc2n1. As a reaction SMILES: [CH3:1][O:2][c:3]1[c:4]([CH2:5][NH:6][c:7]2[n:8][c:9]3[cH:10][cH:11][c:12]([CH:17]=[CH:18][c:19]4[cH:20][cH:21][n:22][cH:23][cH:24]4)[cH:13][c:14]3[cH:15][cH:16]2)[cH:25][cH:26][cH:27][cH:28]1.[CH3:31][CH2:32][OH:33].[H:29][H:30]>>[CH3:1][O:2][c:3]1[c:4]([CH2:5][NH:6][c:7]2[n:8][c:9]3[cH:10][cH:11][c:12]([CH2:17][CH2:18][c:19]4[cH:20][cH:21][n:22][cH:23][cH:24]4)[cH:13][c:14]3[cH:15][cH:16]2)[cH:25][cH:26][cH:27][cH:28]1. Reactants: B(F)(F)F.CCOCC (boron trifluride diethyl etherate), CSC (dimethylsulfide), S1C(=NC2=C1C=CC=C2)C(=O)C2=CC=C(C=C2)OCC2=CC=CC=C2 (Benzo[d]thiazol-2-yl(4-(benzyloxy)phenyl)methanone). Run in C(Cl)Cl (methylenedichloride). Reaction conditions: time 72 hour. Product: S1C(=NC2=C1C=CC=C2)C(=O)C2=CC=C(C=C2)O (benzo[d]thiazol-2-yl(4-hydroxyphenyl)methanone). Reaction SMILES: B(F)(F)F.CCOCC.CSC.[S:13]1[C:17]2[CH:18]=[CH:19][CH:20]=[CH:21][C:16]=2[N:15]=[C:14]1[C:22]([C:24]1[CH:29]=[CH:28][C:27]([O:30]CC2C=CC=CC=2)=[CH:26][CH:25]=1)=[O:23]>C(Cl)Cl>[S:13]1[C:17]2[CH:18]=[CH:19][CH:20]=[CH:21][C:16]=2[N:15]=[C:14]1[C:22]([C:24]1[CH:29]=[CH:28][C:27]([OH:30])=[CH:26][CH:25]=1)=[O:23] |f:0.1|. Procedure: In a 1 L round bottom flask was charged in a solution of boron trifluride diethyl etherate (101.2 g, 312 mmol) and dimethylsulfide (112 g, 809 mmol) in dry methylenedichloride (300 ml). Benzo[d]thiazol-2-yl(4-(benzyloxy)phenyl)methanone (30 g, 86.9 mmol) was added slowly to the mixture and the resulting solution was stirred at room temperature for 72 h. The reaction mixture was then quenched with water and diluted with CH2Cl2. The organic phase was washed with brine, dried (Na2SO4) and concentra... The reactants are NCCSCC1=NC=CC=C1 (2-[(2-aminoethyl)thiomethyl]pyridine), C(C1=CC=CC=C1)(=O)N=C=S (benzoyl isothiocyanate). Run in C(Cl)(Cl)Cl (chloroform). The product is C(C1=CC=CC=C1)(=O)NC(=S)NCCSCC1=NC=CC=C1 (N-benzoyl-N'-[2-(2-pyridylmethylthio)ethyl]thiourea). RXN SMILES: [NH2:1][CH2:2][CH2:3][S:4][CH2:5][C:6]1[CH:11]=[CH:10][CH:9]=[CH:8][N:7]=1.[C:12]([N:20]=[C:21]=[S:22])(=[O:19])[C:13]1[CH:18]=[CH:17][CH:16]=[CH:15][CH:14]=1>C(Cl)(Cl)Cl>[C:12]([NH:20][C:21]([NH:1][CH2:2][CH2:3][S:4][CH2:5][C:6]1[CH:11]=[CH:10][CH:9]=[CH:8][N:7]=1)=[S:22])(=[O:19])[C:13]1[CH:18]=[CH:17][CH:16]=[CH:15][CH:14]=1. Reported procedure: A solution of 2-[(2-aminoethyl)thiomethyl]pyridine (6.0 g.) and benzoyl isothiocyanate (6.0 g.) in chloroform (150 ml.) is heated under reflux for one hour and concentrated to give N-benzoyl-N'-[2-(2-pyridylmethylthio)ethyl]thiourea. Starting materials: Cl.Cl.Cl.CN1C=C(C[C@@H](N)C(=O)N2CCC(CC2)C2CCN(CC2)C)N=C1 (1-(1-methyl-D-histidinyl)-4-(1-methylpiperidin-4-yl)piperidine trihydrochloride), N1C=CC2=CC=C(C=C12)C(=O)O (indole-6-carboxylic acid). Yields the product N1C=CC2=CC=C(C=C12)C(=O)N[C@H](CC1=CN(C=N1)C)C(=O)N1CCC(CC1)C1CCN(CC1)C (1-[N-(Indole-6-carbonyl)-1-methyl-D-histidinyl]-4-(1-methylpiperidin-4-yl)piperidine). As a reaction SMILES: Cl.Cl.Cl.[CH3:4][N:5]1[CH:27]=[N:26][C:7]([CH2:8][C@H:9]([C:11]([N:13]2[CH2:18][CH2:17][CH:16]([CH:19]3[CH2:24][CH2:23][N:22]([CH3:25])[CH2:21][CH2:20]3)[CH2:15][CH2:14]2)=[O:12])[NH2:10])=[CH:6]1.[NH:28]1[C:36]2[C:31](=[CH:32][CH:33]=[C:34]([C:37](O)=[O:38])[CH:35]=2)[CH:30]=[CH:29]1>>[NH:28]1[C:36]2[C:31](=[CH:32][CH:33]=[C:34]([C:37]([NH:10][C@@H:9]([C:11]([N:13]3[CH2:18][CH2:17][CH:16]([CH:19]4[CH2:24][CH2:23][N:22]([CH3:25])[CH2:21][CH2:20]4)[CH2:15][CH2:14]3)=[O:12])[CH2:8][C:7]3[N:26]=[CH:27][N:5]([CH3:4])[CH:6]=3)=[O:38])[CH:35]=2)[CH:30]=[CH:29]1 |f:0.1.2.3|. Procedure details: Using methods substantially equivalent to those described in Method D-1, the subtitled compound was prepared from 1-(1-methyl-D-histidinyl)-4-(1-methylpiperidin-4-yl)piperidine trihydrochloride and indole-6-carboxylic acid (23%).